Dataset: the Open Reaction Database (ORD), a public repository of structured organic reaction records. Task: describe an organic reaction: reactants, conditions, products, and yield The reactants are CC(C)(C)OC(=O)NC(CO)C(=O)O, C1CCOC1, CC[O-], CI, CO, [H-], [Na+], [Na+]. The product is COCC(NC(=O)OC(C)(C)C)C(=O)O. As a reaction SMILES: [C:3](=[O:4])([O:5][C:6]([CH3:7])([CH3:8])[CH3:9])[NH:10][CH:11]([CH2:12][OH:13])[C:14](=[O:15])[OH:16].[CH2:23]1[O:24][CH2:25][CH2:26][CH2:27]1.[CH3:18][CH2:19][O-:20].[CH3:21][I:22].[CH3:28][OH:29].[H-:1].[Na+:17].[Na+:2]>>[C:3](=[O:4])([O:5][C:6]([CH3:7])([CH3:8])[CH3:9])[NH:10][CH:11]([CH2:12][O:13][CH3:18])[C:14](=[O:15])[OH:16].